From a dataset of the Open Reaction Database (ORD), a public repository of structured organic reaction records. describe an organic reaction: reactants, conditions, products, and yield Reactants: C(C)OC(C(CCCCC)OC1=CC=C(C=C1)C1=CCCCC1)=O (α-[p-(1-cyclohexenyl)-phenoxy]-n-heptanoic acid ethyl ester). Solvent: C(C)O (ethanol), [OH-].[Na+] (sodium hydroxide). Reaction conditions: time 8 hour. Product: C1(=CCCCC1)C1=CC=C(OC(C(=O)O)CCCCC)C=C1 (α-[p-(1-cyclo-hexenyl)-phenoxy] -n-heptanoic acid). Reaction SMILES: C([O:3][C:4](=[O:24])[CH:5]([O:11][C:12]1[CH:17]=[CH:16][C:15]([C:18]2[CH2:23][CH2:22][CH2:21][CH2:20][CH:19]=2)=[CH:14][CH:13]=1)[CH2:6][CH2:7][CH2:8][CH2:9][CH3:10])C>C(O)C.[OH-].[Na+]>[C:18]1([C:15]2[CH:14]=[CH:13][C:12]([O:11][CH:5]([CH2:6][CH2:7][CH2:8][CH2:9][CH3:10])[C:4]([OH:24])=[O:3])=[CH:17][CH:16]=2)[CH2:23][CH2:22][CH2:21][CH2:20][CH:19]=1 |f:2.3|. Reported procedure: A solution of 7.7 g of α-[p-(1-cyclohexenyl)-phenoxy]-n-heptanoic acid ethyl ester in 100 ml of ethanol and 70 ml of 2N sodium hydroxide solution is left to stand overnight at room temperature. The bulk of the solvent is then removed in vacuo, the pH adjusted to 3 by adding concentrated by hydrochloric acid, and the residue extracted with ether. The ether phase is washed until neutral, dried over sodium sulphate and evaporated to dryness in vacuo. The residue is crystallised from petroleum ether... The reactants are O=C([O-])[O-], COc1cc2c(Cl)ncnc2cc1OCCCN1CCCC1, [K+], [K+], CN(C)C=O, Cc1cc(C)c2ccc(O)cc2n1. Yields the product COc1cc2c(Oc3ccc4c(C)cc(C)nc4c3)ncnc2cc1OCCCN1CCCC1. RXN SMILES: [C:36](=[O:37])([O-:38])[O-:39].[Cl:1][c:2]1[n:3][cH:4][n:5][c:6]2[cH:7][c:8]([O:14][CH2:15][CH2:16][CH2:17][N:18]3[CH2:19][CH2:20][CH2:21][CH2:22]3)[c:9]([O:12][CH3:13])[cH:10][c:11]12.[K+:40].[K+:41].[O:42]=[CH:43][N:44]([CH3:45])[CH3:46].[OH:23][c:24]1[cH:25][cH:26][c:27]2[c:28]([CH3:35])[cH:29][c:30]([CH3:34])[n:31][c:32]2[cH:33]1>>[c:2]1([O:23][c:24]2[cH:25][cH:26][c:27]3[c:28]([CH3:35])[cH:29][c:30]([CH3:34])[n:31][c:32]3[cH:33]2)[n:3][cH:4][n:5][c:6]2[cH:7][c:8]([O:14][CH2:15][CH2:16][CH2:17][N:18]3[CH2:19][CH2:20][CH2:21][CH2:22]3)[c:9]([O:12][CH3:13])[cH:10][c:11]12. The reactants are [BH4-].[Na+] (NaBH4), C1(=CC=CC=C1)C=1C=C(SC1)C=O (4phenyl-2-thiophenecarboxaldehyde), [NH4+].[Cl-] (NH4Cl). The solvent is C(C)O (ethanol). Run at time 20 minute. Yields the product C1(=CC=CC=C1)C=1C=C(SC1)CO (4-Phenyl-2-thiophenemethanol). The yield is 96.2%. As a reaction SMILES: [C:1]1([C:7]2[CH:8]=[C:9]([CH:12]=[O:13])[S:10][CH:11]=2)[CH:6]=[CH:5][CH:4]=[CH:3][CH:2]=1.[BH4-].[Na+].[NH4+].[Cl-]>C(O)C>[C:1]1([C:7]2[CH:8]=[C:9]([CH2:12][OH:13])[S:10][CH:11]=2)[CH:2]=[CH:3][CH:4]=[CH:5][CH:6]=1 |f:1.2,3.4|. Procedure: A stirred suspension of 4phenyl-2-thiophenecarboxaldehyde (4.32 g) in absolute ethanol (85 ml) was cooled in an ice-bath and treated with NaBH4 (1.06g). After 20 min. the mixture was allowed to attain ambient temperature when stirring was continued for 6h. Saturated aqueous NH4Cl (30 ml) was then carefully added to the vigorously stirred mixture, and the resulting suspension extracted with ether (2×200 ml). The combined extracts were dried (Na2SO4 /K2CO3), filtered and evaporated to give the tit... The reactants are N(=[N+]=[N-])CC=1NC=C(C(C1)=O)OCC1=CC=CC=C1 (2-(azidomethyl)-5-[(phenylmethyloxy)]-4-oxo-1,4-dihydropyridine), O.C1(=CC=C(C=C1)S(=O)(=O)O)C (p-toluenesulfonic acid monohydrate), [H][H] (hydrogen), [H][H] (hydrogen), C(C)(C)N(CC)C(C)C (diisopropylethylamine). The reagents and catalysts are [Pd] (palladium on charcoal). Solvent: CN(C=O)C (dimethylformamide). The product is NCC=1NC=C(C(C1)=O)O (2-(Aminomethyl)-5-hydroxy-4-oxo-1,4-dihydropyridine). As a reaction SMILES: [N:1]([CH2:4][C:5]1[NH:6][CH:7]=[C:8]([O:12]CC2C=CC=CC=2)[C:9](=[O:11])[CH:10]=1)=[N+]=[N-].O.C1(C)C=CC(S(O)(=O)=O)=CC=1.[H][H].C(N(C(C)C)CC)(C)C>CN(C)C=O.[Pd]>[NH2:1][CH2:4][C:5]1[NH:6][CH:7]=[C:8]([OH:12])[C:9](=[O:11])[CH:10]=1 |f:1.2|. Procedure details: A suspension of 2-(azidomethyl)-5-[(phenylmethyloxy)]-4-oxo-1,4-dihydropyridine (641 mg, 2.5 mmole) in 7 ml of dimethylformamide was treated with p-toluenesulfonic acid monohydrate (951 mg, 5 mmole), and the resulting solution was treated with 10% palladium on charcoal (641 mg). The mixture was stirred under 1 atmosphere of hydrogen for 75 minutes. The hydrogen was purged with argon, and diisopropylethylamine (871 μl, 5 mmole) was added. The resulting mixture was used immediately in the followin... Reactants: C(C)OC(=O)C1=C(C2=C(N=NC=C2)O1)O (5-hydroxyfuro[2,3-c]pyridazine-6-carboxylic acid ethyl ester), C(C)OC(C1=C(N=CC=C1C)Cl)=O (2-chloro-4-methylnicotinic acid ethyl ester). Yields the product C(C)OC(=O)C1=C(C=2C(=NC=CC2C)O1)O (3-hydroxy-4-methylfuro[2,3-b]pyridine-2-carboxylic acid ethyl ester). As a reaction SMILES: [CH2:1]([O:3][C:4]([C:6]1[O:14]C2N=NC=CC=2C=1O)=[O:5])[CH3:2].C(O[C:19](=[O:28])[C:20]1[C:25]([CH3:26])=[CH:24][CH:23]=[N:22][C:21]=1Cl)C>>[CH2:1]([O:3][C:4]([C:6]1[O:14][C:21]2=[N:22][CH:23]=[CH:24][C:25]([CH3:26])=[C:20]2[C:19]=1[OH:28])=[O:5])[CH3:2]. Reported procedure: This compound was prepared using a method analogous to that of 5-hydroxyfuro[2,3-c]pyridazine-6-carboxylic acid ethyl ester (A.2.3.1), 2-chloro-4-methylnicotinic acid ethyl ester replacing 3-chloropyridazine-4-carboxylic acid ethyl ester; Reactants: CO, COc1c(NCCNc2ccccn2)c(F)c(NC(=O)C(F)(F)F)c2c(=O)c(C#N)cn(C3CC3)c12, [Na+], [OH-], O. Yields the product COc1c(NCCNc2ccccn2)c(F)c(N)c2c(=O)c(C#N)cn(C3CC3)c12. Reaction SMILES: [CH3:40][OH:41].[CH:3]1([n:6]2[cH:7][c:8]([C:37]#[N:38])[c:9](=[O:36])[c:10]3[c:11]([NH:29][C:30](=[O:31])[C:32]([F:33])([F:34])[F:35])[c:12]([F:28])[c:13]([NH:18][CH2:19][CH2:20][NH:21][c:22]4[n:23][cH:24][cH:25][cH:26][cH:27]4)[c:14]([O:16][CH3:17])[c:15]23)[CH2:4][CH2:5]1.[Na+:2].[OH-:1].[OH2:39]>>[CH:3]1([n:6]2[cH:7][c:8]([C:37]#[N:38])[c:9](=[O:36])[c:10]3[c:11]([NH2:29])[c:12]([F:28])[c:13]([NH:18][CH2:19][CH2:20][NH:21][c:22]4[n:23][cH:24][cH:25][cH:26][cH:27]4)[c:14]([O:16][CH3:17])[c:15]23)[CH2:4][CH2:5]1. Starting materials: O[C@@H]1C[C@@H](CCC1)NC(OC(C)(C)C)=O (tert-butyl (1R,3S)-3-hydroxycyclohexylcarbamate), [H-].[Na+] (sodium hydride), IC (iodomethane). Solvent: C1CCOC1 (THF), C1CCOC1 (THF). Run at time 30 minute. Yields the product CO[C@@H]1C[C@@H](CCC1)NC(OC(C)(C)C)=O (tert-butyl (1R,3S)-3-methoxycyclohexylcarbamate). The yield is 56.3%. RXN SMILES: [OH:1][C@H:2]1[CH2:7][CH2:6][CH2:5][C@@H:4]([NH:8][C:9](=[O:15])[O:10][C:11]([CH3:14])([CH3:13])[CH3:12])[CH2:3]1.[H-].[Na+].I[CH3:19]>C1COCC1>[CH3:19][O:1][C@H:2]1[CH2:7][CH2:6][CH2:5][C@@H:4]([NH:8][C:9](=[O:15])[O:10][C:11]([CH3:12])([CH3:14])[CH3:13])[CH2:3]1 |f:1.2|. Procedure: To a solution of tert-butyl (1R,3S)-3-hydroxycyclohexylcarbamate (1.78 g, 8.27 mmol) in anhydrous THF (8 mL) was added sodium hydride (0.230 g, 9.09 mmol) in portions under nitrogen at 0° C. The mixture was warmed to room temperature and stirred for 30 min. A solution of iodomethane (0.824 mL, 13.23 mmol) in anhydrous THF (4 mL) was added drop wise to the mixture at 0° C. and the resulting mixture was stirred at room temperature for 20 h. The crude mixture was quenched with water (50 mL) and ext... Reactants: CCCCC(=S)Cl (4-methylthiobutyryl chloride), CCCC(=S)Cl (3-methylthiopropionyl chloride), CSCC(C(=C1SCCCN1)[N+](=O)[O-])=O (3-(methylthio)-1-nitro-1-(tetrahydro-2H-1,3-thiazin-2-ylidene)-2-propanone), CCC(=S)Cl (methylthioacetyl chloride). The product is CSCCCC(C(=C1SCCCN1)[N+](=O)[O-])=O (5-(methylthio)-1-nitro-1-(tetrahydro-2H-1,3-thiazin-2-ylidene)-2-pentanone), CSCCC(C(=C1SCCCN1)[N+](=O)[O-])=O (4-(methylthio)-1-nitro-1-(tetrahydro-2H-1,3-thiazin-2-ylidene)-2-butanone). RXN SMILES: CS[CH2:3][C:4](=[O:15])[C:5]([N+:12]([O-:14])=[O:13])=[C:6]1[NH:11][CH2:10][CH2:9][CH2:8][S:7]1.[CH3:16][CH2:17][C:18](Cl)=[S:19].[CH3:21]CCC[C:25](Cl)=[S:26].CCCC(Cl)=S>>[CH3:21][S:19][CH2:18][CH2:17][CH2:3][C:4](=[O:15])[C:5]([N+:12]([O-:14])=[O:13])=[C:6]1[NH:11][CH2:10][CH2:9][CH2:8][S:7]1.[CH3:16][S:26][CH2:25][CH2:3][C:4](=[O:15])[C:5]([N+:12]([O-:14])=[O:13])=[C:6]1[NH:11][CH2:10][CH2:9][CH2:8][S:7]1. Procedure details: In a similar manner, 3-(methylthio)-1-nitro-1-(tetrahydro-2H-1,3-thiazin-2-ylidene)-2-propanone (18) was prepared as a yellow solid, m.p.: 117.5°-119°, from methylthioacetyl chloride; 5-(methylthio)-1-nitro-1-(tetrahydro-2H-1,3-thiazin-2-ylidene)-2-pentanone (19) was prepared as a pale yellow solid, m.p.: 49°-49.5°, from 4-methylthiobutyryl chloride; 4-(methylthio)-1-nitro-1-(tetrahydro-2H-1,3-thiazin-2-ylidene)-2-butanone (20) was prepared as a yellow solid, m.p.: 42°-43° from 3-methylthiopropi...